describe an organic reaction: reactants, conditions, products, and yield From a dataset of the Open Reaction Database (ORD), a public repository of structured organic reaction records. Starting materials: CC(C)O, Cc1nc(Cl)c2ccc(C)c(I)c2n1, Nc1cccc(OC(F)(F)F)c1. Product: Cc1nc(Nc2cccc(OC(F)(F)F)c2)c2ccc(C)c(I)c2n1. Reaction SMILES: [CH:27]([OH:28])([CH3:29])[CH3:30].[Cl:1][c:2]1[n:3][c:4]([CH3:14])[n:5][c:6]2[c:7]([I:13])[c:8]([CH3:12])[cH:9][cH:10][c:11]12.[F:15][C:16]([O:17][c:18]1[cH:19][c:20]([NH2:24])[cH:21][cH:22][cH:23]1)([F:25])[F:26]>>[c:2]1([NH:24][c:20]2[cH:19][c:18]([O:17][C:16]([F:15])([F:25])[F:26])[cH:23][cH:22][cH:21]2)[n:3][c:4]([CH3:14])[n:5][c:6]2[c:7]([I:13])[c:8]([CH3:12])[cH:9][cH:10][c:11]12.